Dataset: the Open Reaction Database (ORD), a public repository of structured organic reaction records. Task: describe an organic reaction: reactants, conditions, products, and yield The reactants are C(C)(C)(C)OC(=O)N1C(=NC2=C1C=CC(=C2)OC)C2=C(C=CC(=C2)Br)F (2-(5-Bromo-2-fluoro-phenyl)-5-methoxy-benzoimidazole-1-carboxylic acid tert-butyl ester), C(C)OC(=O)C1CCNCC1 (piperidine-4-carboxylic acid ethyl ester), C([O-])([O-])=O.[Cs+].[Cs+] (cesium carbonate), C=1C=CC(=CC1)P(C=2C=CC=CC2)C3=CC=C4C=CC=CC4=C3C5=C6C=CC=CC6=CC=C5P(C=7C=CC=CC7)C=8C=CC=CC8 (BINAP). The reagents and catalysts are C(C)(=O)[O-].[Pd+2].C(C)(=O)[O-] (palladium(II)acetate). The solvent is C1(=CC=CC=C1)C (toluene), C1(=CC=CC=C1)C (toluene). Reaction conditions: temperature 80 celsius. Yields the product C(C)(C)(C)OC(=O)N1C(=NC2=C1C=CC(=C2)OC)C2=C(C=CC(=C2)N2CCC(CC2)C(=O)OCC)F (2-[5-(4-Ethoxycarbonyl-piperidin-1-yl)-2-fluoro-phenyl]-5-methoxy-benzoimidazole-1-carboxylic acid tert-butyl ester). The yield is 65.9%. As a reaction SMILES: [C:1]([O:5][C:6]([N:8]1[C:12]2[CH:13]=[CH:14][C:15]([O:17][CH3:18])=[CH:16][C:11]=2[N:10]=[C:9]1[C:19]1[CH:24]=[C:23](Br)[CH:22]=[CH:21][C:20]=1[F:26])=[O:7])([CH3:4])([CH3:3])[CH3:2].[CH2:27]([O:29][C:30]([CH:32]1[CH2:37][CH2:36][NH:35][CH2:34][CH2:33]1)=[O:31])[CH3:28].C(=O)([O-])[O-].[Cs+].[Cs+].C1C=CC(P(C2C(C3C(P(C4C=CC=CC=4)C4C=CC=CC=4)=CC=C4C=3C=CC=C4)=C3C(C=CC=C3)=CC=2)C2C=CC=CC=2)=CC=1>C([O-])(=O)C.[Pd+2].C([O-])(=O)C.C1(C)C=CC=CC=1>[C:1]([O:5][C:6]([N:8]1[C:12]2[CH:13]=[CH:14][C:15]([O:17][CH3:18])=[CH:16][C:11]=2[N:10]=[C:9]1[C:19]1[CH:24]=[C:23]([N:35]2[CH2:36][CH2:37][CH:32]([C:30]([O:29][CH2:27][CH3:28])=[O:31])[CH2:33][CH2:34]2)[CH:22]=[CH:21][C:20]=1[F:26])=[O:7])([CH3:4])([CH3:3])[CH3:2] |f:2.3.4,6.7.8|. Reported procedure: Method 9—Step a 2-(5-Bromo-2-fluoro-phenyl)-5-methoxy-benzoimidazole-1-carboxylic acid tert-butyl ester (obtained as described in general method 6, step c) (1.05 g, 2.50 mmol), piperidine-4-carboxylic acid ethyl ester (0.51 g, 3.25 mmol) and cesium carbonate (4.07 g, 12.50 mmol) were placed into a dried schlenk tube and 3 cycles of vacuum/nitrogen were performed, then dry toluene (4 mL) was added. At the same time palladium(II)acetate (0.11 g, 0.50 mmol), and BINAP (0.48 g, 0.75 mmol) were place...